describe an organic reaction: reactants, conditions, products, and yield From a dataset of the Open Reaction Database (ORD), a public repository of structured organic reaction records. The reactants are [Li]CCCC, CI, CCCCCC, C1CCOC1, O, CC(c1ccccc1)N1c2ccccc2Oc2ccccc21. Product: Cc1cccc2c1Oc1ccccc1N2C(C)c1ccccc1. Reaction SMILES: [CH2:23]([Li:24])[CH2:25][CH2:26][CH3:27].[CH3:28][I:29].[CH3:36][CH2:37][CH2:38][CH2:39][CH2:40][CH3:41].[O:31]1[CH2:32][CH2:33][CH2:34][CH2:35]1.[OH2:30].[c:1]1([CH:7]([CH3:8])[N:9]2[c:10]3[cH:11][cH:12][cH:13][cH:14][c:15]3[O:16][c:17]3[cH:18][cH:19][cH:20][cH:21][c:22]32)[cH:2][cH:3][cH:4][cH:5][cH:6]1>>[c:1]1([CH:7]([CH3:8])[N:9]2[c:10]3[cH:11][cH:12][cH:13][cH:14][c:15]3[O:16][c:17]3[c:18]([CH3:23])[cH:19][cH:20][cH:21][c:22]32)[cH:2][cH:3][cH:4][cH:5][cH:6]1.